From a dataset of the Open Reaction Database (ORD), a public repository of structured organic reaction records. describe an organic reaction: reactants, conditions, products, and yield Starting materials: CCO, COc1ccc(COc2cccc(OCC3CC3)c2-c2cc(C3CCCN(C(=O)OC(C)(C)C)C3)c3cc([N+](=O)[O-])c(=O)[nH]c3n2)cc1, [Cl-], [Fe], [NH4+], O. Yields the product COc1ccc(COc2cccc(OCC3CC3)c2-c2cc(C3CCCN(C(=O)OC(C)(C)C)C3)c3cc(N)c(=O)[nH]c3n2)cc1. As a reaction SMILES: [CH3:49][CH2:50][OH:51].[CH:1]1([CH2:4][O:5][c:6]2[c:7](-[c:22]3[n:23][c:24]4[nH:25][c:26](=[O:48])[c:27]([N+:45]([O-:46])=[O:47])[cH:28][c:29]4[c:30]([CH:32]4[CH2:33][N:34]([C:38](=[O:39])[O:40][C:41]([CH3:42])([CH3:43])[CH3:44])[CH2:35][CH2:36][CH2:37]4)[cH:31]3)[c:8]([O:12][CH2:13][c:14]3[cH:15][cH:16][c:17]([O:20][CH3:21])[cH:18][cH:19]3)[cH:9][cH:10][cH:11]2)[CH2:2][CH2:3]1.[Cl-:52].[Fe:54].[NH4+:53].[OH2:55]>>[CH:1]1([CH2:4][O:5][c:6]2[c:7](-[c:22]3[n:23][c:24]4[nH:25][c:26](=[O:48])[c:27]([NH2:45])[cH:28][c:29]4[c:30]([CH:32]4[CH2:33][N:34]([C:38](=[O:39])[O:40][C:41]([CH3:42])([CH3:43])[CH3:44])[CH2:35][CH2:36][CH2:37]4)[cH:31]3)[c:8]([O:12][CH2:13][c:14]3[cH:15][cH:16][c:17]([O:20][CH3:21])[cH:18][cH:19]3)[cH:9][cH:10][cH:11]2)[CH2:2][CH2:3]1. Reactants: C(C1=CC=CC=C1)N (benzylamine), [N+](=O)([O-])C1=CC=C(C=C1)S(=O)(=O)OC=1C(=O)O[C@@H](C1C(=O)OC)C ((R)-2-(4-nitrobenzenesulphonyloxy)-3-methoxycarbonyl-2-penten-4-olide). Solvent: C(Cl)Cl (methylene chloride). Yields the product C(C1=CC=CC=C1)NC=1C(=O)O[C@@H](C1C(=O)OC)C ((R)-2-benzylamino-3-methoxycarbonyl-2-penten-4-olide). RXN SMILES: [CH2:1]([NH2:8])[C:2]1[CH:7]=[CH:6][CH:5]=[CH:4][CH:3]=1.[N+](C1C=CC(S(O[C:22]2[C:23]([O:25][C@H:26]([CH3:32])[C:27]=2[C:28]([O:30][CH3:31])=[O:29])=[O:24])(=O)=O)=CC=1)([O-])=O>C(Cl)Cl>[CH2:1]([NH:8][C:22]1[C:23]([O:25][C@H:26]([CH3:32])[C:27]=1[C:28]([O:30][CH3:31])=[O:29])=[O:24])[C:2]1[CH:7]=[CH:6][CH:5]=[CH:4][CH:3]=1. Procedure details: At 0° C., 25.5 g of benzylamine are added dropwise within a period of 1 hour to a solution of 35.7 g of (R)-2-(4-nitrobenzenesulphonyloxy)-3-methoxycarbonyl-2-penten-4-olide in 250 ml of methylene chloride. The resulting benzylamine-p-nitrobenzenesulphonic acid salt is filtered off, and the filtrate is concentrated by evaporation, filtered over silica gel with toluene, and recrystallised from ether/petroleum ether. [α]D20 =+22° (3% in CHCl3), m.p. 68°-70° C., IR (CH2Cl2) 1752, 1678, 1632 cm-1.